Dataset: the Open Reaction Database (ORD), a public repository of structured organic reaction records. Task: describe an organic reaction: reactants, conditions, products, and yield Reaction SMILES: [CH2:1]([O:3][C:4]([N:6]1[C:15]2[C:10](=[CH:11][C:12]([O:18][CH3:19])=[C:13]([O:16][CH3:17])[CH:14]=2)[C:9](=[O:20])[C:8](=[CH:21]O)[CH:7]1[CH3:23])=[O:5])[CH3:2].[NH2:24][C:25]1[CH:30]=[CH:29][CH:28]=[CH:27][CH:26]=1>C1C=CC=CC=1>[C:25]1([NH:24][CH:21]=[C:8]2[C:9](=[O:20])[C:10]3[C:15](=[CH:14][C:13]([O:16][CH3:17])=[C:12]([O:18][CH3:19])[CH:11]=3)[N:6]([C:4]([O:3][CH2:1][CH3:2])=[O:5])[CH:7]2[CH3:23])[CH:30]=[CH:29][CH:28]=[CH:27][CH:26]=1. Procedure: Starting with 3.2 g. of 3-hydroxymethylene-6,7-dimethoxy-2-methyl-4-oxo-1,2,3,4-tetrahydro-1-quinoline carboxylic acid ethyl ester and 1.0 g. an aniline in 30 ml. of benzene and employing the reaction procedures of Example 5 provides 3.2 g. of the desired product as a yellow oil. Yields the product C1(=CC=CC=C1)NC=C1C(N(C2=CC(=C(C=C2C1=O)OC)OC)C(=O)OCC)C (3-Phenylaminomethylene-6,7-dimethoxy-2-methyl-4-oxo-1,2,3,4-tetrahydro-1-quinoline carboxylic acid, ethyl ester). Solvent: C1=CC=CC=C1 (benzene). Starting materials: C(C)OC(=O)N1C(C(C(C2=CC(=C(C=C12)OC)OC)=O)=CO)C (3-hydroxymethylene-6,7-dimethoxy-2-methyl-4-oxo-1,2,3,4-tetrahydro-1-quinoline carboxylic acid ethyl ester), NC1=CC=CC=C1 (aniline). Reactants: O=C([O-])O, CC(CCc1nc2ccccc2n1CCC#N)N1CCC(Cc2ccccc2)CC1, CC(C)(C)O, CC(C)(C)[O-], [K+], [Na+]. Product: CC(CCc1nc2ccccc2[nH]1)N1CCC(Cc2ccccc2)CC1. As a reaction SMILES: [C:42](=[O:43])([OH:44])[O-:45].[CH2:1]([c:2]1[cH:3][cH:4][cH:5][cH:6][cH:7]1)[CH:8]1[CH2:9][CH2:10][N:11]([CH:14]([CH2:15][CH2:16][c:17]2[n:18][c:19]3[c:20]([n:21]2[CH2:22][CH2:23][C:24]#[N:25])[cH:26][cH:27][cH:28][cH:29]3)[CH3:30])[CH2:12][CH2:13]1.[CH3:31][C:32]([OH:33])([CH3:34])[CH3:35].[CH3:36][C:37]([CH3:38])([O-:39])[CH3:40].[K+:41].[Na+:46]>>[CH2:1]([c:2]1[cH:3][cH:4][cH:5][cH:6][cH:7]1)[CH:8]1[CH2:9][CH2:10][N:11]([CH:14]([CH2:15][CH2:16][c:17]2[nH:18][c:19]3[c:20]([n:21]2)[cH:26][cH:27][cH:28][cH:29]3)[CH3:30])[CH2:12][CH2:13]1. Starting materials: C1CCC2=NCCCN2CC1, Cc1cccc(CCN)c1, O=C(Nc1cccc2cnccc12)C(Cl)(Cl)Cl. Yields the product Cc1cccc(CCNC(=O)Nc2cccc3cnccc23)c1. Reaction SMILES: [CH2:28]1[CH2:29][CH2:30][C:31]2=[N:36][CH2:35][CH2:34][CH2:33][N:32]2[CH2:37][CH2:38]1.[CH3:1][c:2]1[cH:3][c:4]([CH2:8][CH2:9][NH2:10])[cH:5][cH:6][cH:7]1.[Cl:11][C:12]([C:13](=[O:14])[NH:15][c:16]1[c:17]2[cH:18][cH:19][n:20][cH:21][c:22]2[cH:23][cH:24][cH:25]1)([Cl:26])[Cl:27]>>[CH3:1][c:2]1[cH:3][c:4]([CH2:8][CH2:9][NH:10][C:13](=[O:14])[NH:15][c:16]2[c:17]3[cH:18][cH:19][n:20][cH:21][c:22]3[cH:23][cH:24][cH:25]2)[cH:5][cH:6][cH:7]1. Reactants: FC1=C(C=CC(=C1)I)N1N=C(C(C(=C1)OC)=O)C(=O)OC (methyl 1-(2-fluoro-4-iodophenyl)-5-methoxy-4-oxo-1,4-dihydropyridazine-3-carboxylate), ice water, Cl.CNOC (N,O-dimethylhydroxylamine hydrochloride), CCN(C(C)C)C(C)C (iPr2NEt), C[Al](C)C (AlMe3). Run in C(Cl)Cl (CH2Cl2), C(Cl)Cl (CH2Cl2). Reaction conditions: time 1 hour. The product is FC1=C(C=CC(=C1)I)N1N=C(C(C(=C1)OC)=O)C(=O)N(C)OC (1-(2-Fluoro-4-iodophenyl)-N,5-dimethoxy-N-methyl-4-oxo-1,4-dihydropyridazine-3-carboxamide). Isolated yield 76.6%. Reaction SMILES: Cl.[CH3:2][NH:3][O:4][CH3:5].CCN(C(C)C)C(C)C.C[Al](C)C.[F:19][C:20]1[CH:25]=[C:24]([I:26])[CH:23]=[CH:22][C:21]=1[N:27]1[CH:32]=[C:31]([O:33][CH3:34])[C:30](=[O:35])[C:29]([C:36]([O:38]C)=O)=[N:28]1>C(Cl)Cl>[F:19][C:20]1[CH:25]=[C:24]([I:26])[CH:23]=[CH:22][C:21]=1[N:27]1[CH:32]=[C:31]([O:33][CH3:34])[C:30](=[O:35])[C:29]([C:36]([N:3]([O:4][CH3:5])[CH3:2])=[O:38])=[N:28]1 |f:0.1|. Procedure details: To a solution of N,O-dimethylhydroxylamine hydrochloride (8.78 g, 90 mmol) and iPr2NEt (15.7 mL, 90 mmol) in CH2Cl2 (100 mL) was added AlMe3 (1.8 M solution in toluene, 50 mL, 90 mmol) slowly at 0° C. under Ar atmosphere. After stirring for 1 h, a solution of methyl 1-(2-fluoro-4-iodophenyl)-5-methoxy-4-oxo-1,4-dihydropyridazine-3-carboxylate (12.1 g, 30 mmol) in CH2Cl2 (100 mL) was added slowly, and the mixture was stirred for 1 h at 0° C. The reaction mixture was poured into ice-water and the ... Starting materials: N1=CC=C(C2=CC=CC=C12)C=C1C(=C(C2=CC3=CC=CC=C3C2=C1)OC)OC ((4-Quinolyl)methylene-1,2-dimethoxyfluorene). Run in CC(=O)C.C1CCCCC1 (acetone cyclohexane). Yields the product C1(=CC=CC=C1)C=C1C2=CC=CC=C2C=2C=CC(=C(C12)OC)OC (9-(Phenylmethylene)-1,2-dimethoxyfluorene). Reaction SMILES: N1C2C(=CC=CC=2)C([CH:11]=[C:12]2[CH:24]=[C:23]3[C:15](=[CH:16][C:17]4[C:22]3=[CH:21][CH:20]=[CH:19][CH:18]=4)[C:14]([O:25][CH3:26])=[C:13]2[O:27][CH3:28])=CC=1>CC(C)=O.C1CCCCC1>[C:12]1([CH:24]=[C:23]2[C:15]3[C:14]([O:25][CH3:26])=[C:13]([O:27][CH3:28])[CH:12]=[CH:11][C:16]=3[C:17]3[C:22]2=[CH:21][CH:20]=[CH:19][CH:18]=3)[CH:24]=[CH:23][CH:15]=[CH:14][CH:13]=1 |f:1.2|. Reported procedure: 9-((4-Quinolyl)methylene-1,2-dimethoxyfluorene; m.p. 210° C. (acetone/cyclohexane). Anal. Calcd. for C25H19NO2: C, 82.17; H, 5.24; N, 3.83. Found: C, 82.23; H, 5.00; N, 3.88.